The task is: describe an organic reaction: reactants, conditions, products, and yield. This data is from the Open Reaction Database (ORD), a public repository of structured organic reaction records. Starting materials: COc1ccc(O)c([N+](=O)[O-])c1, [NH4+], [Na+], [Na+], [OH-], O, O=S([O-])S(=O)[O-]. Product: COc1ccc(O)c(N)c1. RXN SMILES: [CH3:1][O:2][c:3]1[cH:4][c:5]([N+:10]([O-:11])=[O:12])[c:6]([OH:9])[cH:7][cH:8]1.[NH4+:13].[Na+:21].[Na+:22].[OH-:14].[OH2:23].[S:15]([S:16]([O-:17])=[O:18])([O-:19])=[O:20]>>[CH3:1][O:2][c:3]1[cH:4][c:5]([NH2:10])[c:6]([OH:9])[cH:7][cH:8]1. The reactants are OCC=1NC2=C(N1)C=CC=C2 (2-hydroxymethylbenzimidazole), [H-].[Na+] (NaH), [N+](=O)([O-])C1=CC=C(CBr)C=C1 (p-nitrobenzyl bromide). The solvent is C(C)(=O)OCC (ethyl acetate), CN(C)C=O (DMF). Conditions: time 15 minute. Yields the product [N+](=O)([O-])C1=CC=C(CN2C(=NC3=C2C=CC=C3)CO)C=C1 (1-(4-Nitrobenzyl)-2-hydroxymethylbenzimidazole). Isolated yield 62.1%. RXN SMILES: [OH:1][CH2:2][C:3]1[NH:4][C:5]2[CH:11]=[CH:10][CH:9]=[CH:8][C:6]=2[N:7]=1.[H-].[Na+].[N+:14]([C:17]1[CH:24]=[CH:23][C:20]([CH2:21]Br)=[CH:19][CH:18]=1)([O-:16])=[O:15]>CN(C=O)C.C(OCC)(=O)C>[N+:14]([C:17]1[CH:24]=[CH:23][C:20]([CH2:21][N:7]2[C:6]3[CH:8]=[CH:9][CH:10]=[CH:11][C:5]=3[N:4]=[C:3]2[CH2:2][OH:1])=[CH:19][CH:18]=1)([O-:16])=[O:15] |f:1.2|. Procedure: To a solution of 3 g of 2-hydroxymethylbenzimidazole in 20 mL of dried DMF at 0° was added portionwise 1 g of NaH (50% oil dispersion). After stirring at room temperature for 15 minutes, 4.3 g of p-nitrobenzyl bromide was added. The reaction mixture was stirred for 16 hours and then diluted with ethyl acetate and washed with water. The organic layers were dried and evaporated. Recrystallization from acetonitrile afforded 3.5 g of a brownish solid; m.p. 162.5-165°. Starting materials: C1(=CC=CC=C1)P(C1=CC=CC=C1)C1=CC=CC=C1 (triphenylphosphine), BrN1C(CCC1=O)=O (N-bromosuccinimide), ClC1=C(C=C(C=C1)C(F)(F)F)CCCO (3-(2-chloro-5-trifluoromethylphenyl)-1-propanol). The solvent is C(Cl)Cl (methylene chloride). Yields the product BrCCCC1=C(C=CC(=C1)C(F)(F)F)Cl (1-(3-bromopropyl)-2-chloro-5-trifluoromethylbenzene). Yield: 94.3%. As a reaction SMILES: [Cl:1][C:2]1[CH:7]=[CH:6][C:5]([C:8]([F:11])([F:10])[F:9])=[CH:4][C:3]=1[CH2:12][CH2:13][CH2:14]O.C1(P(C2C=CC=CC=2)C2C=CC=CC=2)C=CC=CC=1.[Br:35]N1C(=O)CCC1=O>C(Cl)Cl>[Br:35][CH2:14][CH2:13][CH2:12][C:3]1[CH:4]=[C:5]([C:8]([F:11])([F:10])[F:9])[CH:6]=[CH:7][C:2]=1[Cl:1]. Reported procedure: Compound 57-2 (6.32 g) was dissolved in methylene chloride (30 ml), triphenylphosphine (7.64 g) and N-bromosuccinimide (5.18 g) were added under ice-cooling, and the mixture was stirred under ice-cooling for 2 hr. The reaction mixture was washed with water and saturated brine, and dried over anhydrous magnesium sulfate. The solvent was evaporated under reduced pressure. Diethyl ether (100 ml) was added, and the precipitated triphenylphosphine oxide was filtered off. The concentrate of the filtra... Reactants: Cl (hydrochloric acid), C(C)OC(C1=CC=C(C=C1)NC(C(C1CCCCC1)N1C(=NC2=C1C=C(C(=C2)F)F)C2=CC=C(C=C2)Cl)=O)=O (4-{2-[2-(4-chloro-phenyl)-5,6-difluoro-benzoimidazol-1-yl]-2-cyclohexyl-acetylamino}-benzoic acid ethyl ester), C(C)OC(C1=CC=C(C=C1)NC(C(C1CCCCC1)N1C(=NC2=C1C=C(C(=C2)F)F)C2=CC=C(C=C2)Cl)=O)=O (4-{2-[2-(4-chloro-phenyl)-5,6-difluoro-benzoimidazol-1-yl]-2-cyclohexyl-acetylamino}-benzoic acid ethyl ester), O.[OH-].[Li+] (lithium hydroxide monohydrate). Solvent: O1CCOCC1 (dioxan), O (water). Conditions: temperature 100 celsius, time 2 hour. The product is ClC1=CC=C(C=C1)C1=NC2=C(N1C(C(=O)NC1=CC=C(C(=O)O)C=C1)C1CCCCC1)C=C(C(=C2)F)F (4-{2-[2-(4-Chloro-phenyl)-5,6-difluoro-benzoimidazol-1-yl]-2-cyclohexyl-acetylamino}-benzoic acid). The yield is 99.0%. RXN SMILES: C([O:3][C:4](=[O:39])[C:5]1[CH:10]=[CH:9][C:8]([NH:11][C:12](=[O:38])[CH:13]([N:20]2[C:24]3[CH:25]=[C:26]([F:30])[C:27]([F:29])=[CH:28][C:23]=3[N:22]=[C:21]2[C:31]2[CH:36]=[CH:35][C:34]([Cl:37])=[CH:33][CH:32]=2)[CH:14]2[CH2:19][CH2:18][CH2:17][CH2:16][CH2:15]2)=[CH:7][CH:6]=1)C.O.[OH-].[Li+].Cl>O1CCOCC1.O>[Cl:37][C:34]1[CH:33]=[CH:32][C:31]([C:21]2[N:20]([CH:13]([CH:14]3[CH2:19][CH2:18][CH2:17][CH2:16][CH2:15]3)[C:12]([NH:11][C:8]3[CH:9]=[CH:10][C:5]([C:4]([OH:39])=[O:3])=[CH:6][CH:7]=3)=[O:38])[C:24]3[CH:25]=[C:26]([F:30])[C:27]([F:29])=[CH:28][C:23]=3[N:22]=2)=[CH:36][CH:35]=1 |f:1.2.3|. Reported procedure: To the solution of 4-{2-[2-(4-chloro-phenyl)-5,6-difluoro-benzoimidazol-1-yl]-2-cyclohexyl-acetylamino}-benzoic acid ethyl ester (intermediate d) in 25 ml dioxan, 25 ml water and 0.57 g (13.6 mmol) lithium hydroxide monohydrate were added. The solution was stirred for 2 h at 100° C. After cooling to room temperature, 16 ml 1M aqueous hydrochloric acid were added upon stirring. The suspension was filtered, the filter cake washed with water and dried under high vacuum to give 2.46 g (99%) of the d... Starting materials: Cc1cc2c(cc1Br)C(C)(C)CC(=O)N2C(C)C, N=C(c1ccccc1)c1ccccc1, CC(C)(C)[O-], Cc1ccccc1, [Na+], O=C(C=Cc1ccccc1)C=Cc1ccccc1, O=C(C=Cc1ccccc1)C=Cc1ccccc1, O=C(C=Cc1ccccc1)C=Cc1ccccc1, [Pd], [Pd], c1ccc(P(c2ccccc2)c2ccc3ccccc3c2-c2c(P(c3ccccc3)c3ccccc3)ccc3ccccc23)cc1. Yields the product Cc1cc2c(cc1N)C(C)(C)CC(=O)N2C(C)C. RXN SMILES: [Br:1][c:2]1[cH:3][c:4]2[c:9]([cH:10][c:11]1[CH3:12])[N:8]([CH:13]([CH3:14])[CH3:15])[C:7](=[O:16])[CH2:6][C:5]2([CH3:17])[CH3:18].[C:19]([c:20]1[cH:21][cH:22][cH:23][cH:24][cH:25]1)([c:26]1[cH:27][cH:28][cH:29][cH:30][cH:31]1)=[NH:32].[CH3:33][C:34]([CH3:35])([O-:36])[CH3:37].[CH3:85][c:86]1[cH:87][cH:88][cH:89][cH:90][cH:91]1.[Na+:38].[O:112]=[C:113]([CH:114]=[CH:115][c:116]1[cH:117][cH:118][cH:119][cH:120][cH:121]1)[CH:122]=[CH:123][c:124]1[cH:125][cH:126][cH:127][cH:128][cH:129]1.[O:130]=[C:131]([CH:132]=[CH:133][c:134]1[cH:135][cH:136][cH:137][cH:138][cH:139]1)[CH:140]=[CH:141][c:142]1[cH:143][cH:144][cH:145][cH:146][cH:147]1.[O:94]=[C:95]([CH:96]=[CH:97][c:98]1[cH:99][cH:100][cH:101][cH:102][cH:103]1)[CH:104]=[CH:105][c:106]1[cH:107][cH:108][cH:109][cH:110][cH:111]1.[Pd:92].[Pd:93].[cH:39]1[cH:40][cH:41][c:42]([P:43]([c:44]2[cH:45][cH:46][c:47]3[c:48]([cH:49][cH:50][cH:51][cH:52]3)[c:53]2-[c:54]2[c:55]3[c:56]([cH:57][cH:58][cH:59][cH:60]3)[cH:61][cH:62][c:63]2[P:64]([c:65]2[cH:66][cH:67][cH:68][cH:69][cH:70]2)[c:71]2[cH:72][cH:73][cH:74][cH:75][cH:76]2)[c:77]2[cH:78][cH:79][cH:80][cH:81][cH:82]2)[cH:83][cH:84]1>>[c:2]1([NH2:32])[cH:3][c:4]2[c:9]([cH:10][c:11]1[CH3:12])[N:8]([CH:13]([CH3:14])[CH3:15])[C:7](=[O:16])[CH2:6][C:5]2([CH3:17])[CH3:18]. The reactants are CC(=O)Oc2ccc1ccccc1c2 (substrate), c4c(C)cc(B3OB(c1cc(C)ccc1)OB(c2cc(C)ccc2)O3)cc4 (effective_coupling_partner). The reagents and catalysts are PCy3. Run at temperature 110 celsius, time 12 hour. Yields the product c3ccc(c2ccc1ccccc1c2)cc3C. Reactants: BrC1=CN=C(C=2N1C=C(N2)COC2=NC1=CC=CC=C1C=C2)N2CCOCC2 (4-(5-Bromo-2-((quinolin-2-yloxy)methyl)imidazo[1,2-a]pyrazin-8-yl)morpholine), N1N=NN=C1C1=CC=C(C=C1)B(O)O ((4-(1H-tetrazol-5-yl)phenyl)boronic acid). Product: N1N=NN=C1C1=CC=C(C=C1)C1=CN=C(C=2N1C=C(N2)COC2=NC1=CC=CC=C1C=C2)N2CCOCC2 (4-(5-(4-(1H-Tetrazol-5-yl)phenyl)-2-((quinolin-2-yloxy)methyl)imidazo[1,2-a]pyrazin-8-yl)morpholine). Procedure details: Compound 31b was subjected to Suzuki coupling reaction conditions with (4-(1H-tetrazol-5-yl)phenyl)boronic acid using the methods described in Example 1, Step G to obtain compound 31c. 1H-NMR (400 MHz, DMSO-d6) 8.26 (d, J=8.6 Hz, 1H), 8.21 (d, J=8.6 Hz, 2H), 8.17 (s, 1H), 7.88-7.93 (m, 3H), 7.80 (d, J=8.6 Hz, 1H), 7.65-7.71 (m, 1H), 7.55 (s, 1H), 7.45 (t, J=7.0 Hz, 1H), 7.06 (d, J=9.0 Hz, 1H), 5.58 (s, 2H), 4.21-4.28 (m, 4H), 3.75-3.80 (m, 4H). Mass Spectrum (LCMS, ESI pos.) Calcd. for C27H23N9O... As a reaction SMILES: Br[C:2]1[N:7]2[CH:8]=[C:9]([CH2:11][O:12][C:13]3[CH:22]=[CH:21][C:20]4[C:15](=[CH:16][CH:17]=[CH:18][CH:19]=4)[N:14]=3)[N:10]=[C:6]2[C:5]([N:23]2[CH2:28][CH2:27][O:26][CH2:25][CH2:24]2)=[N:4][CH:3]=1.[NH:29]1[C:33]([C:34]2[CH:39]=[CH:38][C:37](B(O)O)=[CH:36][CH:35]=2)=[N:32][N:31]=[N:30]1>>[NH:32]1[C:33]([C:34]2[CH:39]=[CH:38][C:37]([C:2]3[N:7]4[CH:8]=[C:9]([CH2:11][O:12][C:13]5[CH:22]=[CH:21][C:20]6[C:15](=[CH:16][CH:17]=[CH:18][CH:19]=6)[N:14]=5)[N:10]=[C:6]4[C:5]([N:23]4[CH2:28][CH2:27][O:26][CH2:25][CH2:24]4)=[N:4][CH:3]=3)=[CH:36][CH:35]=2)=[N:29][N:30]=[N:31]1.